This data is from the Open Reaction Database (ORD), a public repository of structured organic reaction records. The task is: describe an organic reaction: reactants, conditions, products, and yield Starting materials: [Si](C)(C)(C(C)(C)C)OC[C@H](C=1SC(=CC1)CNS(=O)C(C)(C)C)N(S(=O)(=O)C1=CC2=C(N=CS2)C=C1)CC(C)C (N-[(1R)-2-{[tert-butyl(dimethyl)silyl]oxy}-1-(5-{[(tert-butylsulfinyl)amino]methyl}thiophen-2-yl)ethyl]-N-(2-methylpropyl)-1,3-benzothiazole-6-sulfonamide), Cl (HCl), O1CCOCC1 (dioxane). Solvent: CO (MeOH). Run at time 5 hour. Product: Cl.NCC1=CC=C(S1)[C@@H](CO)N(S(=O)(=O)C1=CC2=C(N=CS2)C=C1)CC(C)C (N-{(1R)-1-[5-(aminomethyl)thiophen-2-yl]-2-hydroxyethyl}-N-(2-methylpropyl)-1,3-benzothiazole-6-sulfonamide hydrochloride). Reaction SMILES: [Si]([O:8][CH2:9][C@@H:10]([N:24]([CH2:37][CH:38]([CH3:40])[CH3:39])[S:25]([C:28]1[CH:36]=[CH:35][C:31]2[N:32]=[CH:33][S:34][C:30]=2[CH:29]=1)(=[O:27])=[O:26])[C:11]1[S:12][C:13]([CH2:16][NH:17]S(C(C)(C)C)=O)=[CH:14][CH:15]=1)(C(C)(C)C)(C)C.[ClH:41].O1CCOCC1>CO>[ClH:41].[NH2:17][CH2:16][C:13]1[S:12][C:11]([C@H:10]([N:24]([CH2:37][CH:38]([CH3:40])[CH3:39])[S:25]([C:28]2[CH:36]=[CH:35][C:31]3[N:32]=[CH:33][S:34][C:30]=3[CH:29]=2)(=[O:27])=[O:26])[CH2:9][OH:8])=[CH:15][CH:14]=1 |f:4.5|. Procedure: To a solution of N-[(1R)-2-{[tert-butyl(dimethyl)silyl]oxy}-1-(5-{[(tert-butylsulfinyl)amino]methyl}thiophen-2-yl)ethyl]-N-(2-methylpropyl)-1,3-benzothiazole-6-sulfonamide (1.12 g, 1.74 mmol) in MeOH (8.7 mL) was added 4 N HCl in dioxane (5.0 mL, 20 mmol) and the reaction mixture was stirred for 5 hours. The reaction was concentrated under reduced pressure and concentrated from heptanes. The product was use as such in the next step. Starting materials: [BH4-], C1CCOC1, CO, Cc1cc(Nc2nc(C(=O)c3ccc(F)c(Cl)c3)nc3ccccc23)n[nH]1, [Na+]. Product: Cc1cc(Nc2nc(C(O)c3ccc(F)c(Cl)c3)nc3ccccc23)n[nH]1. Reaction SMILES: [BH4-:28].[CH2:32]1[O:33][CH2:34][CH2:35][CH2:36]1.[CH3:30][OH:31].[Cl:1][c:2]1[cH:3][c:4]([C:9](=[O:10])[c:11]2[n:12][c:13]3[cH:14][cH:15][cH:16][cH:17][c:18]3[c:19]([NH:21][c:22]3[n:23][nH:24][c:25]([CH3:27])[cH:26]3)[n:20]2)[cH:5][cH:6][c:7]1[F:8].[Na+:29]>>[Cl:1][c:2]1[cH:3][c:4]([CH:9]([OH:10])[c:11]2[n:12][c:13]3[cH:14][cH:15][cH:16][cH:17][c:18]3[c:19]([NH:21][c:22]3[n:23][nH:24][c:25]([CH3:27])[cH:26]3)[n:20]2)[cH:5][cH:6][c:7]1[F:8]. Starting materials: BrC=1C=C2CCC(NC2=CC1)=O (6-bromo-3,4-dihydrocarbostyril), N1C=NC=C1 (imidazole), cuprous iodide, C([O-])([O-])=O.[K+].[K+] (potassium carbonate), O (water). Solvent: CN(C=O)C (N,N-dimethylformamide). Reaction conditions: temperature 90 celsius. Yields the product N1(C=NC=C1)C=1C=C2CCC(NC2=CC1)=O (6-(imidazol-1-yl)-3,4-dihydrocarbostyril). As a reaction SMILES: Br[C:2]1[CH:3]=[C:4]2[C:9](=[CH:10][CH:11]=1)[NH:8][C:7](=[O:12])[CH2:6][CH2:5]2.[NH:13]1[CH:17]=[CH:16][N:15]=[CH:14]1.C(=O)([O-])[O-].[K+].[K+].O>CN(C)C=O>[N:13]1([C:2]2[CH:3]=[C:4]3[C:9](=[CH:10][CH:11]=2)[NH:8][C:7](=[O:12])[CH2:6][CH2:5]3)[CH:17]=[CH:16][N:15]=[CH:14]1 |f:2.3.4|. Procedure details: A mixture of 1.0 g of 6-bromo-3,4-dihydrocarbostyril, 300 mg of imidazole, 40 mg of cuprous iodide and 600 mg of potassium carbonate in 4 ml of N,N-dimethylformamide was heated at 90° C. for 48 hours. The reaction mixture was poured into water and extracted with a mixture of 10% methanol in methylene chloride. The organic layer was dried over anhydrous sodium sulfate, the solvent removed under reduced pressure and the residue chromatographed on silica gel, eluting with 3% methanol in methylene c... Starting materials: O=C([O-])[O-], CCO, COCCOC, CC(C)n1nc(I)c2c(N)ncnc21, [Na+], [Na+], OB(O)c1ccc(O)cc1, c1ccc(P(c2ccccc2)(c2ccccc2)[Pd](P(c2ccccc2)(c2ccccc2)c2ccccc2)(P(c2ccccc2)(c2ccccc2)c2ccccc2)P(c2ccccc2)(c2ccccc2)c2ccccc2)cc1. Product: CC(C)n1nc(-c2ccc(O)cc2)c2c(N)ncnc21. Reaction SMILES: [C:25](=[O:26])([O-:27])[O-:28].[CH3:31][CH2:32][OH:33].[CH3:34][O:35][CH2:36][CH2:37][O:38][CH3:39].[I:11][c:12]1[n:13][n:14]([CH:22]([CH3:23])[CH3:24])[c:15]2[n:16][cH:17][n:18][c:19]([NH2:21])[c:20]12.[Na+:29].[Na+:30].[OH:1][c:2]1[cH:3][cH:4][c:5]([B:8]([OH:9])[OH:10])[cH:6][cH:7]1.[cH:40]1[cH:41][cH:42][c:43]([P:44]([Pd:45]([P:46]([c:47]2[cH:48][cH:49][cH:50][cH:51][cH:52]2)([c:53]2[cH:54][cH:55][cH:56][cH:57][cH:58]2)[c:59]2[cH:60][cH:61][cH:62][cH:63][cH:64]2)([P:65]([c:66]2[cH:67][cH:68][cH:69][cH:70][cH:71]2)([c:72]2[cH:73][cH:74][cH:75][cH:76][cH:77]2)[c:78]2[cH:79][cH:80][cH:81][cH:82][cH:83]2)[P:84]([c:85]2[cH:86][cH:87][cH:88][cH:89][cH:90]2)([c:91]2[cH:92][cH:93][cH:94][cH:95][cH:96]2)[c:97]2[cH:98][cH:99][cH:100][cH:101][cH:102]2)([c:103]2[cH:104][cH:105][cH:106][cH:107][cH:108]2)[c:109]2[cH:110][cH:111][cH:112][cH:113][cH:114]2)[cH:115][cH:116]1>>[OH:1][c:2]1[cH:3][cH:4][c:5](-[c:12]2[n:13][n:14]([CH:22]([CH3:23])[CH3:24])[c:15]3[n:16][cH:17][n:18][c:19]([NH2:21])[c:20]23)[cH:6][cH:7]1. Starting materials: CON=CC=1C=2C=CNC2C=CC1 (1H-Indole-4-carbaldehyde O-methyl-oxime), Cl (hydrogen chloride). The reagents and catalysts are [Pd] (Pd/C). Run in C(C)O (ethanol). Reaction conditions: time 3 hour. The product is N1C=CC2=C(C=CC=C12)CN (C-(1H-Indol-4-yl)-methylamine). Isolated yield 95.8%. Reaction SMILES: CO[N:3]=[CH:4][C:5]1[C:6]2[CH:7]=[CH:8][NH:9][C:10]=2[CH:11]=[CH:12][CH:13]=1.Cl>C(O)C.[Pd]>[NH:9]1[C:10]2[C:6](=[C:5]([CH2:4][NH2:3])[CH:13]=[CH:12][CH:11]=2)[CH:7]=[CH:8]1. Procedure details: An amount of 1H-Indole-4-carbaldehyde O-methyl-oxime (50 mg, 0.30 mmol) is dissolved in ethanol (5 mL). Then hydrogen chloride (0.217 mL) is added, followed by 10% Pd/C (5.0 mg). After hydrogenation at 35 psi for 3 h, the solution is filtered through Celite and evaporated to dryness. The residue is recrystallized from ethyl acetate to give 42 mg of crude product as an orange residue. MS (ESI) m/z 147.2 (M+1). The reactants are O=C([O-])[O-], C1COCCO1, COc1cc(N2CCC(N3CCNCC3)CC2)ccc1[N+](=O)[O-], CO, C=CS(C)(=O)=O, [Na+], [Na+]. Yields the product COc1cc(N2CCC(N3CCN(CCS(C)(=O)=O)CC3)CC2)ccc1[N+](=O)[O-]. Reaction SMILES: [C:36](=[O:37])([O-:38])[O-:39].[CH2:24]1[O:25][CH2:26][CH2:27][O:28][CH2:29]1.[CH3:1][O:2][c:3]1[cH:4][c:5]([N:12]2[CH2:13][CH2:14][CH:15]([N:18]3[CH2:19][CH2:20][NH:21][CH2:22][CH2:23]3)[CH2:16][CH2:17]2)[cH:6][cH:7][c:8]1[N+:9](=[O:10])[O-:11].[CH3:42][OH:43].[CH:30](=[CH2:31])[S:32](=[O:33])(=[O:34])[CH3:35].[Na+:40].[Na+:41]>>[CH3:1][O:2][c:3]1[cH:4][c:5]([N:12]2[CH2:13][CH2:14][CH:15]([N:18]3[CH2:19][CH2:20][N:21]([CH2:31][CH2:30][S:32](=[O:33])(=[O:34])[CH3:35])[CH2:22][CH2:23]3)[CH2:16][CH2:17]2)[cH:6][cH:7][c:8]1[N+:9](=[O:10])[O-:11]. Reactants: C(C=C)(=O)OCCCC (n-butyl acrylate), C(C)(=O)O (Acetic acid), N1=CC(=CC=C1)C=O (3-pyridinecarboxaldehyde), [C-]#N.[Na+] (sodium cyanide). Run in CN(C=O)C (DMF), O (water), CN(C=O)C (dimethyl formamide), CN(C=O)C (DMF). Run at time 30 minute. Yields the product O=C(CCC(=O)OCCCC)C=1C=NC=CC1 (Butyl 4-Oxo-4-(3-Pyridyl)butanoate). The yield is 31.0%. RXN SMILES: [N:1]1[CH:6]=[CH:5][CH:4]=[C:3]([CH:7]=[O:8])[CH:2]=1.[C-]#N.[Na+].[C:12]([O:16][CH2:17][CH2:18][CH2:19][CH3:20])(=[O:15])[CH:13]=[CH2:14].C(O)(=O)C>CN(C)C=O.O>[O:8]=[C:7]([C:3]1[CH:2]=[N:1][CH:6]=[CH:5][CH:4]=1)[CH2:14][CH2:13][C:12]([O:16][CH2:17][CH2:18][CH2:19][CH3:20])=[O:15] |f:1.2|. Reported procedure: A solution of 3-pyridinecarboxaldehyde (26.8 g) in dimethyl formamide (DMF, 100 mL) was added over 10 min. to a stirred solution of sodium cyanide (7.0 g) in DMF (200 mL) at room temperature under dry nitrogen. The solution was stirred for 30 min. and n-butyl acrylate (32 g) in DMF (200 mL) was added dropwise over 60 min. The reaction mixture was stirred for 3 h. Acetic acid (20 mL) and water (80 mL) were added and stirring was continued for 10 minutes. The solution was concentrated under reduce...